Dataset: the Open Reaction Database (ORD), a public repository of structured organic reaction records. Task: describe an organic reaction: reactants, conditions, products, and yield Reactants: [Li]CCCC, CCCCNC(=O)C[P+](c1ccccc1)(c1ccccc1)c1ccccc1, O=Cc1ccc(S(=O)(=O)O)o1, [Cl-], [Na], C1CCOC1. The product is CCCCNC(=O)C=Cc1ccc(S(=O)(=O)O)o1, [Na]. RXN SMILES: [CH2:29]([Li:30])[CH2:31][CH2:32][CH3:33].[CH2:2]([CH2:3][CH2:4][CH3:5])[NH:6][C:7](=[O:8])[CH2:9][P+:10]([c:11]1[cH:12][cH:13][cH:14][cH:15][cH:16]1)([c:17]1[cH:18][cH:19][cH:20][cH:21][cH:22]1)[c:23]1[cH:24][cH:25][cH:26][cH:27][cH:28]1.[CH:35](=[O:36])[c:37]1[cH:38][cH:39][c:40]([S:42](=[O:43])(=[O:44])[OH:45])[o:41]1.[Cl-:1].[Na:34].[O:46]1[CH2:47][CH2:48][CH2:49][CH2:50]1>>[CH2:2]([CH2:3][CH2:4][CH3:5])[NH:6][C:7](=[O:8])[CH:9]=[CH:35][c:37]1[cH:38][cH:39][c:40]([S:42](=[O:43])(=[O:44])[OH:45])[o:41]1.[Na:34]. The reactants are [Br-], Br, O=N[O-], Nc1ccc2c(c1)C(F)(F)C(F)(F)O2, [Na+], O. Product: FC1(F)Oc2ccc(Br)cc2C1(F)F. RXN SMILES: [Br-:19].[BrH:21].[N:15]([O-:16])=[O:17].[NH2:1][c:2]1[cH:3][cH:4][c:5]2[c:6]([cH:14]1)[C:7]([F:12])([F:13])[C:8]([F:10])([F:11])[O:9]2.[Na+:18].[OH2:20]>>[c:2]1([Br:19])[cH:3][cH:4][c:5]2[c:6]([cH:14]1)[C:7]([F:12])([F:13])[C:8]([F:10])([F:11])[O:9]2. Starting materials: N[C@@H](C)C=1N(C(C2=C(C=CC=C2C1)C)=O)C1=CC=CC=C1 ((S)-3-(1-aminoethyl)-8-methyl-2-phenylisoquinolin-1(2H)-one), N[C@@H](C)C=1N(C(C2=C(C=CC=C2C1)C)=O)C1=CC=CC=C1 ((S)-3-(1-aminoethyl)-8-methyl-2-phenylisoquinolin-1(2H)-one), NC1=NC(=C2NC=NC2=N1)Cl (2-Amino-6-chloropurine), NC1=NC(=C2NC=NC2=N1)Cl (2-Amino-6-chloropurine), C(C)(C)N(C(C)C)CC (N,N-diisopropylethyl amine). The solvent is CCCCO (n-BuOH). Conditions: temperature 100 celsius, time 48 hour. Yields the product NC1=NC(=C2N=CNC2=N1)N[C@@H](C)C=1N(C(C2=C(C=CC=C2C1)C)=O)C1=CC=CC=C1 ((S)-3-(1-(2-amino-9H-purin-6-ylamino)ethyl)-8-methyl-2-phenylisoquinolin-1(2H)-one), compound 323. Reaction SMILES: [NH2:1][C@H:2]([C:4]1[N:5]([C:16]2[CH:21]=[CH:20][CH:19]=[CH:18][CH:17]=2)[C:6](=[O:15])[C:7]2[C:12]([CH:13]=1)=[CH:11][CH:10]=[CH:9][C:8]=2[CH3:14])[CH3:3].[NH2:22][C:23]1[N:31]=[C:30]2[C:26]([NH:27][CH:28]=[N:29]2)=[C:25](Cl)[N:24]=1.C(N(CC)C(C)C)(C)C>CCCCO>[NH2:22][C:23]1[N:31]=[C:30]2[C:26]([N:27]=[CH:28][NH:29]2)=[C:25]([NH:1][C@H:2]([C:4]2[N:5]([C:16]3[CH:21]=[CH:20][CH:19]=[CH:18][CH:17]=3)[C:6](=[O:15])[C:7]3[C:12]([CH:13]=2)=[CH:11][CH:10]=[CH:9][C:8]=3[CH3:14])[CH3:3])[N:24]=1. Procedure: (S)-3-(1-Aminoethyl)-8-methyl-2-phenylisoquinolin-1(2H)-one (compound 4704) (100 mg, 0.36 mmol), 2-Amino-6-chloropurine (compound 5401) (60.9 mg, 0.36 mmol) and N,N-diisopropylethyl amine (69 μL, 0.40 mmol) were suspended in n-BuOH (4 mL) in a sealed tube, and the resulting mixture was stirred at 100° C. for 48 h and then at 120° C. for 24 h. The mixture was allowed to cool to room temperature and concentrate in vacuo to remove n-BuOH. The residue was partitioned between ethyl acetate and water....